From a dataset of the Open Reaction Database (ORD), a public repository of structured organic reaction records. describe an organic reaction: reactants, conditions, products, and yield Reactants: CC1=C(C=C(C=O)C=C1)Br (4-Methyl-3-bromobenzaldehyde), C1CC(=O)CC1=O (1,3-cyclopentadione), NC1=CC(NN1C)=O (5-amino-1-methyl-1,2-dihydropyrazol-3-one). Yields the product BrC=1C=C(C=CC1C)C1C2=C(NC3=C1C(NN3C)=O)CCC2=O (4-(3-bromo-4-methylphenyl)-1-methyl-1,2,4,6,7,8-hexahydrocyclopenta[b]pyrazolo[4,3-e]pyridine-3,5-dione). The yield is 60.6%. Reaction SMILES: [CH3:1][C:2]1[CH:9]=[CH:8][C:5]([CH:6]=O)=[CH:4][C:3]=1[Br:10].[CH2:11]1[C:16](=O)[CH2:15][C:13](=[O:14])[CH2:12]1.[NH2:18][C:19]1[N:23]([CH3:24])[NH:22][C:21](=[O:25])[CH:20]=1>>[Br:10][C:3]1[CH:4]=[C:5]([CH:6]2[C:20]3[C:21](=[O:25])[NH:22][N:23]([CH3:24])[C:19]=3[NH:18][C:16]3[CH2:11][CH2:12][C:13](=[O:14])[C:15]2=3)[CH:8]=[CH:9][C:2]=1[CH3:1]. Procedure: 4-Methyl-3-bromobenzaldehyde (0.3 g, 1.5 mmol), prepared as described in (Pearson et al., J. Org. Chem. (1958) 23, 1412-1416), 1,3-cyclopentadione (0.15 g, 1.5 mmol), and 5-amino-1-methyl-1,2-dihydropyrazol-3-one (0.17 g, 1.5 mmol) were processed as described in Example 1 to provide 0.34 g of the title compound. 1H NMR (300 MHz, DMSO-d6) δ 2.27 (s, 3H), 2.29 (t, 2H), 2.67 (m, 2H), 3.5 (s, 3H), 4.63 (s, 1H), 7.04 (dd, 1H), 7.18 (d, 1H), 7.29 (ds, 1H), 9.51 (bs, 1H), 10.37 (s, 1H); MS (ESI−) m/z 3...